From a dataset of the Open Reaction Database (ORD), a public repository of structured organic reaction records. describe an organic reaction: reactants, conditions, products, and yield Starting materials: C=Cn1ccnc1C(O)(c1ccccc1)c1ccccc1C(C)(C)C, [K+], O=[Mn](=O)(=O)[O-], [Na+], O=[Mn](=O)(=O)[O-], [OH-], c1ccncc1. Product: CC(C)(C)c1ccccc1C(O)(c1ccccc1)c1ncc[nH]1. As a reaction SMILES: [C:1]([CH3:2])([CH3:3])([CH3:4])[c:5]1[c:6]([C:11]([OH:12])([c:13]2[n:14]([CH:18]=[CH2:19])[cH:15][cH:16][n:17]2)[c:20]2[cH:21][cH:22][cH:23][cH:24][cH:25]2)[cH:7][cH:8][cH:9][cH:10]1.[K+:33].[Mn:28]([O-:29])(=[O:30])(=[O:31])=[O:32].[Na+:27].[O-:34][Mn:35](=[O:36])(=[O:37])=[O:38].[OH-:26].[cH:39]1[cH:40][cH:41][n:42][cH:43][cH:44]1>>[C:1]([CH3:2])([CH3:3])([CH3:4])[c:5]1[c:6]([C:11]([OH:12])([c:13]2[nH:14][cH:15][cH:16][n:17]2)[c:20]2[cH:21][cH:22][cH:23][cH:24][cH:25]2)[cH:7][cH:8][cH:9][cH:10]1. The reactants are N1(CCC1)C1=CC=C(C(=N1)CN1C(O[C@@H]([C@@H]1C)C1=CC(=CC(=C1)C)C)=O)C=1C=C(C=CC1OC)CCC(=O)O (3-[3-(6-azetidin-1-yl-2-{[(4S,5R)-5-(3,5-dimethylphenyl)-4-methyl-2-oxo-1,3-oxazolidin-3-yl]methyl}pyridin-3-yl)-4-methoxyphenyl]propanoic acid), C(C(=O)Cl)(=O)Cl (oxalyl chloride), C(=O)(C(F)(F)F)O (TFA), [OH-].[NH4+] (ammonium hydroxide). Run in C(Cl)Cl (DCM), CN(C)C=O (DMF). Conditions: time 30 minute. Yields the product N1(CCC1)C1=CC=C(C(=N1)CN1C(O[C@@H]([C@@H]1C)C1=CC(=CC(=C1)C)C)=O)C=1C=C(C=CC1OC)CCC(=O)N (3-[3-(6-azetidin-1-yl-2-{[(4S,5R)-5-(3,5-dimethylphenyl)-4-methyl-2-oxo-1,3-oxazolidin-3-yl]methyl}pyridin-3-yl)-4-methoxyphenyl]propanamide). RXN SMILES: [N:1]1([C:5]2[N:10]=[C:9]([CH2:11][N:12]3[C@@H:16]([CH3:17])[C@@H:15]([C:18]4[CH:23]=[C:22]([CH3:24])[CH:21]=[C:20]([CH3:25])[CH:19]=4)[O:14][C:13]3=[O:26])[C:8]([C:27]3[CH:28]=[C:29]([CH2:35][CH2:36][C:37]([OH:39])=O)[CH:30]=[CH:31][C:32]=3[O:33][CH3:34])=[CH:7][CH:6]=2)[CH2:4][CH2:3][CH2:2]1.C(Cl)(=O)C(Cl)=O.[OH-].[NH4+:47].C(O)(C(F)(F)F)=O>C(Cl)Cl.CN(C=O)C>[N:1]1([C:5]2[N:10]=[C:9]([CH2:11][N:12]3[C@@H:16]([CH3:17])[C@@H:15]([C:18]4[CH:23]=[C:22]([CH3:24])[CH:21]=[C:20]([CH3:25])[CH:19]=4)[O:14][C:13]3=[O:26])[C:8]([C:27]3[CH:28]=[C:29]([CH2:35][CH2:36][C:37]([NH2:47])=[O:39])[CH:30]=[CH:31][C:32]=3[O:33][CH3:34])=[CH:7][CH:6]=2)[CH2:4][CH2:3][CH2:2]1 |f:2.3|. Reported procedure: To a solution of 3-[3-(6-azetidin-1-yl-2-{[(4S,5R)-5-(3,5-dimethylphenyl)-4-methyl-2-oxo-1,3-oxazolidin-3-yl]methyl}pyridin-3-yl)-4-methoxyphenyl]propanoic acid (EXAMPLE 228) (8 mg, 0.014 mmol) in DCM (2 ml) was added oxalyl chloride (2M in DCM) (100 μl, 0.200 mmol) and a drop of DMF. The solution was stirred for 30 minutes, concentrated, dissolved in THF (2 ml), added ammonium hydroxide (50 μl, 0.360 mmol) and stirred overnight. The mixture was acidified with 50 μl of TFA, concentrated, dissolv... The reactants are C(C=C)[C@@]1(CCN(C(O1)=O)[C@@H](C)C1=CC=C(C=C1)C=1SC=CC1)C1=CC=CC=C1 ((R)-6-allyl-6-phenyl-3-((S)-1-(4-(thiophen-2-yl)phenyl)ethyl)-1,3-oxazinan-2-one), S1C(=CC=C1)B(O)O (thiophene-2-boronic acid). The product is OCCC[C@@]1(CCN(C(O1)=O)[C@@H](C)C1=CC=C(C=C1)C=1SC=CC1)C1=CC=CC=C1 ((R)-6-(3-hydroxypropyl)-6-phenyl-3-((S)-1-(4-(thiophen-2-yl)phenyl)ethyl)-1,3-oxazinan-2-one). RXN SMILES: [CH2:1]([C@@:4]1([C:24]2[CH:29]=[CH:28][CH:27]=[CH:26][CH:25]=2)[O:9][C:8](=[O:10])[N:7]([C@H:11]([C:13]2[CH:18]=[CH:17][C:16]([C:19]3[S:20][CH:21]=[CH:22][CH:23]=3)=[CH:15][CH:14]=2)[CH3:12])[CH2:6][CH2:5]1)[CH:2]=[CH2:3].S1C=CC=C1B(O)[OH:36]>>[OH:36][CH2:3][CH2:2][CH2:1][C@@:4]1([C:24]2[CH:29]=[CH:28][CH:27]=[CH:26][CH:25]=2)[O:9][C:8](=[O:10])[N:7]([C@H:11]([C:13]2[CH:18]=[CH:17][C:16]([C:19]3[S:20][CH:21]=[CH:22][CH:23]=3)=[CH:15][CH:14]=2)[CH3:12])[CH2:6][CH2:5]1. Procedure: The title compound was prepared from (R)-6-allyl-6-phenyl-3-((S)-1-(4-(thiophen-2-yl)phenyl)ethyl)-1,3-oxazinan-2-one and thiophene-2-boronic acid using a procedure analogous to that described in Example 64 followed by a procedure analogous to that described in Example 78. LC-MS Method 2 tR=2.47, min, m/z=422; 1H NMR (CDCl3) 1.49 (d, 3H), 1.84-1.92 (m, 2H), 2.0-2.15 (m, 4H), 2.25 (m, 2H), 2.84 (m, 1H), 3.52 (m, 1H), 4.20 (m, 1H), 5.60 (m, 1H), 6.82 (dd, 2H), 7.0 (m, 1H), 7.15-7.38 (m, 9H). Reactants: CCO, ClC(Cl)Cl, Cl, Cc1ccccc1COc1cccnc1N, CCOC(=N)Cc1ccccc1. As a reaction SMILES: [CH3:30][CH2:31][OH:32].[CH:33]([Cl:34])([Cl:35])[Cl:36].[ClH:17].[NH2:1][c:2]1[n:3][cH:4][cH:5][cH:6][c:7]1[O:8][CH2:9][c:10]1[c:11]([CH3:16])[cH:12][cH:13][cH:14][cH:15]1.[c:18]1([CH2:24][C:25]([O:26][CH2:27][CH3:28])=[NH:29])[cH:19][cH:20][cH:21][cH:22][cH:23]1>>[ClH:17].[NH:1]([c:2]1[n:3][cH:4][cH:5][cH:6][c:7]1[O:8][CH2:9][c:10]1[c:11]([CH3:16])[cH:12][cH:13][cH:14][cH:15]1)[C:25]([CH2:24][c:18]1[cH:19][cH:20][cH:21][cH:22][cH:23]1)=[NH:29]. Yields the product Cl, Cc1ccccc1COc1cccnc1NC(=N)Cc1ccccc1.